From a dataset of the Open Reaction Database (ORD), a public repository of structured organic reaction records. describe an organic reaction: reactants, conditions, products, and yield Reactants: CCCCCC1CC2CCC(C1)N2, CCCCCCC, CCOC(C)=O, COc1ccc2c(c1)N(CC(C)CI)C(=O)CO2. Yields the product CCCCCC1CC2CCC(C1)N2CC(C)CN1C(=O)COc2ccc(OC)cc21. As a reaction SMILES: [CH2:19]([CH2:20][CH2:21][CH2:22][CH3:23])[CH:24]1[CH2:25][CH:26]2[CH2:27][CH2:28][CH:29]([CH2:30]1)[NH:31]2.[CH3:32][CH2:33][CH2:34][CH2:35][CH2:36][CH2:37][CH3:38].[CH3:39][CH2:40][O:41][C:42]([CH3:43])=[O:44].[I:1][CH2:2][CH:3]([CH2:4][N:5]1[C:6](=[O:17])[CH2:7][O:8][c:9]2[c:10]1[cH:11][c:12]([O:15][CH3:16])[cH:13][cH:14]2)[CH3:18]>>[CH2:2]([CH:3]([CH2:4][N:5]1[C:6](=[O:17])[CH2:7][O:8][c:9]2[c:10]1[cH:11][c:12]([O:15][CH3:16])[cH:13][cH:14]2)[CH3:18])[N:31]1[CH:26]2[CH2:25][CH:24]([CH2:19][CH2:20][CH2:21][CH2:22][CH3:23])[CH2:30][CH:29]1[CH2:28][CH2:27]2.